This data is from the Open Reaction Database (ORD), a public repository of structured organic reaction records. The task is: describe an organic reaction: reactants, conditions, products, and yield Starting materials: CN(C)C=O, O=[N+]([O-])c1cnccc1NCc1ccc(C(F)(F)F)cc1, O, O, Cl[Sn]Cl. Product: Nc1cnccc1NCc1ccc(C(F)(F)F)cc1. Reaction SMILES: [CH3:27][N:28]([CH3:29])[CH:30]=[O:31].[N+:1]([O-:2])(=[O:3])[c:4]1[cH:5][n:6][cH:7][cH:8][c:9]1[NH:10][CH2:11][c:12]1[cH:13][cH:14][c:15]([C:18]([F:19])([F:20])[F:21])[cH:16][cH:17]1.[OH2:22].[OH2:23].[Sn:24]([Cl:25])[Cl:26]>>[NH2:1][c:4]1[cH:5][n:6][cH:7][cH:8][c:9]1[NH:10][CH2:11][c:12]1[cH:13][cH:14][c:15]([C:18]([F:19])([F:20])[F:21])[cH:16][cH:17]1. The reactants are O=C(Nc1nc2cccc(Br)n2n1)c1cccnc1, C1CCNC1. Product: O=C(Nc1nc2cccc(N3CCCC3)n2n1)c1cccnc1. Reaction SMILES: [Br:1][c:2]1[cH:3][cH:4][cH:5][c:6]2[n:7]1[n:8][c:9]([NH:11][C:12]([c:13]1[cH:14][n:15][cH:16][cH:17][cH:18]1)=[O:19])[n:10]2.[CH2:20]1[CH2:21][CH2:22][NH:23][CH2:24]1>>[c:2]1([N:23]2[CH2:22][CH2:21][CH2:20][CH2:24]2)[cH:3][cH:4][cH:5][c:6]2[n:7]1[n:8][c:9]([NH:11][C:12]([c:13]1[cH:14][n:15][cH:16][cH:17][cH:18]1)=[O:19])[n:10]2. The reactants are CC(=O)Cl, ClCCl, c1ccc(C2CCNCC2)cc1, c1ccncc1. Yields the product CC(=O)N1CCC(c2ccccc2)CC1. As a reaction SMILES: [C:19]([CH3:20])(=[O:21])[Cl:22].[Cl:23][CH2:24][Cl:25].[c:1]1([CH:7]2[CH2:8][CH2:9][NH:10][CH2:11][CH2:12]2)[cH:2][cH:3][cH:4][cH:5][cH:6]1.[cH:13]1[cH:14][cH:15][n:16][cH:17][cH:18]1>>[c:1]1([CH:7]2[CH2:8][CH2:9][N:10]([C:19]([CH3:20])=[O:21])[CH2:11][CH2:12]2)[cH:2][cH:3][cH:4][cH:5][cH:6]1. Starting materials: CO, Cl, CC(=O)Nc1ccc(Oc2ccnc(Nc3ccc(F)cc3)c2)c(F)c1. Yields the product Nc1ccc(Oc2ccnc(Nc3ccc(F)cc3)c2)c(F)c1. As a reaction SMILES: [CH3:28][OH:29].[ClH:27].[F:1][c:2]1[cH:3][c:4]([NH:23][C:24](=[O:25])[CH3:26])[cH:5][cH:6][c:7]1[O:8][c:9]1[cH:10][c:11]([NH:15][c:16]2[cH:17][cH:18][c:19]([F:22])[cH:20][cH:21]2)[n:12][cH:13][cH:14]1>>[F:1][c:2]1[cH:3][c:4]([NH2:23])[cH:5][cH:6][c:7]1[O:8][c:9]1[cH:10][c:11]([NH:15][c:16]2[cH:17][cH:18][c:19]([F:22])[cH:20][cH:21]2)[n:12][cH:13][cH:14]1. Reaction SMILES: [C:15]([O-:16])(=[O:17])[CH3:18].[C:20]([O-:21])(=[O:22])[CH3:23].[CH3:10][O-:11].[CH3:1][CH2:2][CH:3]([CH3:4])[CH:5]([NH2:6])[C:7]([OH:8])=[O:9].[CH3:24][OH:25].[Na+:12].[OH2:13].[OH2:14].[Zn+2:19]>>[CH3:1][CH2:2][CH:3]([CH3:4])[CH:5]([NH2:6])[C:7](=[O:8])[OH:9].[Zn:19]. Yields the product CCC(C)C(N)C(=O)O, [Zn]. The reactants are CC(=O)[O-], CC(=O)[O-], C[O-], CCC(C)C(N)C(=O)O, CO, [Na+], O, O, [Zn+2]. Starting materials: COCCBr, CN(C1=NC(=O)C(=Cc2ccc3c(cnn3Cc3ccc(Cl)cc3C(F)(F)F)c2)S1)C1CCNCC1, [K+], [K+], O=C([O-])[O-], CN(C)C=O, O. Yields the product COCCN1CCC(N(C)C2=NC(=O)C(=Cc3ccc4c(cnn4Cc4ccc(Cl)cc4C(F)(F)F)c3)S2)CC1. Reaction SMILES: [Br:42][CH2:43][CH2:44][O:45][CH3:46].[Cl:6][c:7]1[cH:8][c:9]([C:38]([F:39])([F:40])[F:41])[c:10]([CH2:11][n:12]2[n:13][cH:14][c:15]3[cH:16][c:17]([CH:21]=[C:22]4[C:23](=[O:35])[N:24]=[C:25]([N:27]([CH:28]5[CH2:29][CH2:30][NH:31][CH2:32][CH2:33]5)[CH3:34])[S:26]4)[cH:18][cH:19][c:20]23)[cH:36][cH:37]1.[K+:47].[K+:48].[O-:49][C:50]([O-:51])=[O:52].[O:1]=[CH:2][N:3]([CH3:4])[CH3:5].[OH2:53]>>[Cl:6][c:7]1[cH:8][c:9]([C:38]([F:39])([F:40])[F:41])[c:10]([CH2:11][n:12]2[n:13][cH:14][c:15]3[cH:16][c:17]([CH:21]=[C:22]4[C:23](=[O:35])[N:24]=[C:25]([N:27]([CH:28]5[CH2:29][CH2:30][N:31]([CH2:43][CH2:44][O:45][CH3:46])[CH2:32][CH2:33]5)[CH3:34])[S:26]4)[cH:18][cH:19][c:20]23)[cH:36][cH:37]1. Starting materials: [Cl-].[NH4+] (ammonium chloride), C(C)(C)N(CC)C(C)C (diisopropylethylamine), ClC(=O)OCC=C (allyl chloroformate), C(C)(C)(C)OC(=O)N[C@@H](CC(=O)OC(C)(C)C)C(OCC(Cl)(Cl)Cl)=O (tert-Butyl (S)-3-[(tert-butyl)oxycarbonylamino]-4-oxo-4-(2,2,2-trichloroethoxy)butyrate). Run in FC(C(=O)O)(F)F (trifluoroacetic acid), C1(=CC=CC=C1)C (toluene). Run at time 1 hour. Yields the product C(C=C)OC(=O)N[C@@H](CC(=O)OCC=C)C(OCC(Cl)(Cl)Cl)=O (Allyl (S)-3-(allyloxycarbonylamino)-4-oxo-4-(2,2,2-trichloroethoxy)butyrate). Isolated yield 66.8%. RXN SMILES: C(OC([NH:8][C@H:9]([C:18](=[O:25])[O:19][CH2:20][C:21]([Cl:24])([Cl:23])[Cl:22])[CH2:10][C:11]([O:13][C:14]([CH3:17])(C)C)=[O:12])=O)(C)(C)C.[CH:26](N(C(C)C)CC)(C)C.Cl[C:36]([O:38][CH2:39][CH:40]=[CH2:41])=[O:37].[Cl-].[NH4+]>FC(F)(F)C(O)=O.C1(C)C=CC=CC=1>[CH2:39]([O:38][C:36]([NH:8][C@H:9]([C:18](=[O:25])[O:19][CH2:20][C:21]([Cl:22])([Cl:23])[Cl:24])[CH2:10][C:11]([O:13][CH2:14][CH:17]=[CH2:26])=[O:12])=[O:37])[CH:40]=[CH2:41] |f:3.4|. Reported procedure: tert-Butyl (S)-3-[(tert-butyl)oxycarbonylamino]-4-oxo-4-(2,2,2-trichloroethoxy)butyrate (605 mg, 1.48 mmol) obtained from Example 20-(1) was dissolved in trifluoroacetic acid (2.5 ml) followed by stirring for 1 hour. The mixture was diluted with toluene, and the solvent was distilled off under reduced pressure. The obtained white powder was suspended in dichloromethane (5 ml), and diisopropylethylamine (1.8 ml, 10 mmol) and allyl chloroformate (624 mg, 5.18 mmol) were added thereto at room tempe... Reactants: CCOC(C)=O, CC(=O)O, [Na+], [Na+], O, OO, O=S([O-])S(=O)(=O)[O-], CC(C)Oc1c(C(=O)Nc2nnn[nH]2)sc2c1CS(=O)CC2. Yields the product CC(C)Oc1c(C(=O)Nc2nnn[nH]2)sc2c1CS(=O)(=O)CC2. Reaction SMILES: [CH2:32]([O:33][C:34](=[O:35])[CH3:36])[CH3:37].[CH3:39][C:40](=[O:41])[OH:42].[Na+:30].[Na+:31].[OH2:38].[OH:43][OH:44].[S:23](=[O:24])([S:25]([O-:26])=[O:27])([O-:28])=[O:29].[nH:1]1[n:2][n:3][n:4][c:5]1[NH:6][C:7](=[O:8])[c:9]1[c:10]([O:19][CH:20]([CH3:21])[CH3:22])[c:11]2[c:16]([s:17]1)[CH2:15][CH2:14][S:13](=[O:18])[CH2:12]2>>[nH:1]1[n:2][n:3][n:4][c:5]1[NH:6][C:7](=[O:8])[c:9]1[c:10]([O:19][CH:20]([CH3:21])[CH3:22])[c:11]2[c:16]([s:17]1)[CH2:15][CH2:14][S:13](=[O:18])(=[O:24])[CH2:12]2. The reactants are [H-].[Na+] (sodium hydride), FC1=CC2=C(NC(CO2)=O)C=C1N1C(N(C(=CC1=O)C(F)(F)F)C)=O (3-(7-fluoro-3-oxo-2H-1,4-benzoxazin-6-yl)-1-methyl-6-trifluoromethyl-2,4(1H,3H)pyrimidinedione), Cl.ClCC1=NC=CC=C1 (2-chloromethylpyridine hydrochloride). Run in CN(C=O)C (N,N -dimethylformamide). Run at time 20 minute. Yields the product FC1=CC2=C(N(C(CO2)=O)CC2=NC=CC=C2)C=C1N1C(N(C(=CC1=O)C(F)(F)F)C)=O (3-(7-fluoro-3-oxo-4-(2-pyridylmethyl)-2H-1,4-benzoxazin-6-yl)-1-methyl-6-trifluoromethyl-2,4(1H,3H)-pyrimidinedione). Yield: 36.4%. RXN SMILES: [F:1][C:2]1[C:12]([N:13]2[C:18](=[O:19])[CH:17]=[C:16]([C:20]([F:23])([F:22])[F:21])[N:15]([CH3:24])[C:14]2=[O:25])=[CH:11][C:5]2[NH:6][C:7](=[O:10])[CH2:8][O:9][C:4]=2[CH:3]=1.[H-].[Na+].Cl.Cl[CH2:30][C:31]1[CH:36]=[CH:35][CH:34]=[CH:33][N:32]=1>CN(C)C=O>[F:1][C:2]1[C:12]([N:13]2[C:18](=[O:19])[CH:17]=[C:16]([C:20]([F:21])([F:22])[F:23])[N:15]([CH3:24])[C:14]2=[O:25])=[CH:11][C:5]2[N:6]([CH2:30][C:31]3[CH:36]=[CH:35][CH:34]=[CH:33][N:32]=3)[C:7](=[O:10])[CH2:8][O:9][C:4]=2[CH:3]=1 |f:1.2,3.4|. Procedure: 0.20 g of 3-(7-fluoro-3-oxo-2H-1,4-benzoxazin-6-yl)-1-methyl-6-trifluoromethyl-2,4(1H,3H)pyrimidinedione was added at room temperature to an N,N -dimethylformamide solution (5 ml) having suspended therein 0.05 g of sodium hydride (purity: 55%). After standing for 20 minutes, the solution was added with 0.09 g of 2-chloromethylpyridine hydrochloride and stirred for 4 hours. Then N,N-dimethylformamide was distilled off and the residue was extracted with ethyl acetate by adding water. The extract w... Reactants: CN=C=O (methylisocyanate), ClC=1C=C(N)C=CC1OC1=CC(=CC=C1)C(F)(F)F (3-chloro-4-(3-trifluoromethylphenoxy)-aniline), O (water). Reagents/catalysts: C(C)N(CC)CC (triethylamine). Solvent: C(C)#N (acetonitrile). Conditions: time 4 hour. The product is CNC(=O)NC1=CC(=C(C=C1)OC1=CC(=CC=C1)C(F)(F)F)Cl (N-methyl-N'-[3-chloro-4-(3-trifluoromethylphenoxy)-phenyl]-urea). The yield is 29.0%. Reaction SMILES: [Cl:1][C:2]1[CH:3]=[C:4]([CH:6]=[CH:7][C:8]=1[O:9][C:10]1[CH:15]=[CH:14][CH:13]=[C:12]([C:16]([F:19])([F:18])[F:17])[CH:11]=1)[NH2:5].[CH3:20][N:21]=[C:22]=[O:23].O>C(#N)C.C(N(CC)CC)C>[CH3:20][NH:21][C:22]([NH:5][C:4]1[CH:6]=[CH:7][C:8]([O:9][C:10]2[CH:15]=[CH:14][CH:13]=[C:12]([C:16]([F:17])([F:18])[F:19])[CH:11]=2)=[C:2]([Cl:1])[CH:3]=1)=[O:23]. Reported procedure: 18.7 g (0.06 mole) of 3-chloro-4-(3-trifluoromethylphenoxy)-aniline were dissolved in 100 ml of acetonitrile, and 3 drops of triethylamine and 4.3 g (0.078 mole) of methylisocyanate were added at 10° C. The mixture was stirred for a further 4 hours at room temperature and then poured into water, and when the reaction mixture had crystallized throughout the solid was filtered off and recrystallized from toluene. 6 g (29% of theory) of N-methyl-N'-[3-chloro-4-(3-trifluoromethylphenoxy)-phenyl]-ure...